This data is from the Open Reaction Database (ORD), a public repository of structured organic reaction records. The task is: describe an organic reaction: reactants, conditions, products, and yield Starting materials: [OH-].[Na+] (sodium hydroxide), Cl.ClC1=CC=C(C=C1)CC(CN1C(CC(CC1)O)C1=CC=C(C=C1)Cl)=O (1-(4-chlorophenyl)-3-[4-hydroxy-(4-chlorophenyl)-1-piperidyl]propanone hydrochloride), [BH4-].[Na+] (sodium borohydride). The solvent is C(C)O.O (ethanol water). Reaction conditions: temperature 50 celsius. Yields the product ClC1=CC=C(C=C1)C(CCN1C(CC(CC1)O)C1=CC=C(C=C1)Cl)O (1-(4-Chlorophenyl)-3-[4-hydroxy-(4-chlorophenyl)-1-piperidyl]propanol). Yield: 100.4%. Reaction SMILES: [OH-:1].[Na+].Cl.[Cl:4][C:5]1[CH:10]=[CH:9][C:8]([CH2:11][C:12](=O)[CH2:13][N:14]2[CH2:19][CH2:18][CH:17]([OH:20])[CH2:16][CH:15]2[C:21]2[CH:26]=[CH:25][C:24]([Cl:27])=[CH:23][CH:22]=2)=[CH:7][CH:6]=1.[BH4-].[Na+]>C(O)C.O>[Cl:4][C:5]1[CH:10]=[CH:9][C:8]([CH:11]([OH:1])[CH2:12][CH2:13][N:14]2[CH2:19][CH2:18][CH:17]([OH:20])[CH2:16][CH:15]2[C:21]2[CH:26]=[CH:25][C:24]([Cl:27])=[CH:23][CH:22]=2)=[CH:7][CH:6]=1 |f:0.1,2.3,4.5,6.7|. Procedure details: To a solution containing 1.2 g (0.03 mol) of sodium hydroxide in 50 ml of an 50% by volume ethanol/water mixture, 12.41 g (0.03 mol) of 1-(4-chlorophenyl)-3-[4-hydroxy-(4-chlorophenyl)-1-piperidyl]propanone hydrochloride and then, over 1 hour 1.17 g of sodium borohydride are added. The suspension is heated at a temperature of 50° C. for 2 hours. After cooling down, the reaction mixture is filtered and washed with water to give 11.45 g of product, m.p.: 129°-132° C. After recrystallization of the... Starting materials: bis(triphenylphosphane)palladium(II) chloride, BrC1=CC=C(C=C1)CC(=O)OC (methyl 4-bromophenylacetate), O1CCCC1 (tetrahydrofuran), C([O-])([O-])=O.[Na+].[Na+] (sodium carbonate), FC1=C(C=CC=C1)B(O)O (2-fluorophenylboronic acid). Solvent: O (water). The product is FC1=C(C=CC=C1)C1=CC=C(C=C1)CC(=O)OC (Methyl (2′-fluoro[1,1′-biphenyl]-4-yl)acetate). Reaction SMILES: Br[C:2]1[CH:7]=[CH:6][C:5]([CH2:8][C:9]([O:11][CH3:12])=[O:10])=[CH:4][CH:3]=1.O1CCCC1.C(=O)([O-])[O-].[Na+].[Na+].[F:24][C:25]1[CH:30]=[CH:29][CH:28]=[CH:27][C:26]=1B(O)O>O>[F:24][C:25]1[CH:30]=[CH:29][CH:28]=[CH:27][C:26]=1[C:2]1[CH:7]=[CH:6][C:5]([CH2:8][C:9]([O:11][CH3:12])=[O:10])=[CH:4][CH:3]=1 |f:2.3.4|. Procedure: 47.6 g (0.21 mol) of methyl 4-bromophenylacetate are introduced under argon into 400 ml of absolute tetrahydrofuran and, at room temperature, 320 ml of 1M sodium carbonate solution and 40 g (0.28 mol) of 2-fluorophenylboronic acid are added. Addition of 7.0 g (0.01 mol) of bis(triphenylphosphane)palladium(II) chloride is followed by heating under reflux for 18 h. Cooling is followed by dilution with 500 ml of water and extracted three times with 300 ml of ethyl acetate each time. The combined or... Reactants: ClC=1C=C(C=CC1)N1CCNCC1 (1-(3-chlorophenyl)piperazine), Br.CSC(N)=N (methylthiomethanimidamide hydrobromide), C(C)O (ethanol). The product is ClC=1C=C(C=CC1)N1CCN(CC1)C=1N=C2C(N1)=CC=CC=C2 (2-[4-(3-CHLOROPHENYL)-1-PIPERAZINYL]CYCLOHEPTIMIDAZOLE). As a reaction SMILES: [Cl:1][C:2]1[CH:3]=[C:4]([N:8]2[CH2:13][CH2:12][NH:11][CH2:10][CH2:9]2)[CH:5]=[CH:6][CH:7]=1.Br.CS[C:17](=[NH:19])[NH2:18].[CH2:20](O)[CH3:21]>>[Cl:1][C:2]1[CH:3]=[C:4]([N:8]2[CH2:13][CH2:12][N:11]([C:17]3[N:19]=[C:21]4[CH:20]=[CH:4][CH:3]=[CH:2][CH:7]=[C:6]4[N:18]=3)[CH2:10][CH2:9]2)[CH:5]=[CH:6][CH:7]=1 |f:1.2|. Procedure: A mixture of 1-(3-chlorophenyl)piperazine (13 g, described in Example 11) and methylthiomethanimidamide hydrobromide (12.2 g) in ethanol (50 ml) was refluxed for 14 hr and evaporated. To the residue, 1N sodium ethoxide in ethanol (66 ml) and 2-methoxy-2,4,6-cycloheptatrien-1-one(9 g) were added. The mixture was refluxed for 2 hr and evaporated. The residue was chromatographed through a column of silica gel using ethyl acetate and the eluates were evaporated. The residue was crystallized from eth...